From a dataset of the Open Reaction Database (ORD), a public repository of structured organic reaction records. describe an organic reaction: reactants, conditions, products, and yield The reactants are N1=C(C=CC=C1)CCOCCCCCCO (6-[2-(2-pyridinyl)ethoxy]hexanol), [Cr](=O)(=O)([O-])Cl.[NH+]1=CC=CC=C1 (pyridinium chlorochromate). The solvent is ClCCl (dichloromethane), ClCCl (dichloromethane), CCOCC (ether). Conditions: time 4 hour. Yields the product N1=C(C=CC=C1)CCOCCCCCC=O (6-[2-(2-Pyridinyl)ethoxy]hexanal). Isolated yield 49.4%. RXN SMILES: [N:1]1[CH:6]=[CH:5][CH:4]=[CH:3][C:2]=1[CH2:7][CH2:8][O:9][CH2:10][CH2:11][CH2:12][CH2:13][CH2:14][CH2:15][OH:16].[Cr](Cl)([O-])(=O)=O.[NH+]1C=CC=CC=1>ClCCl.CCOCC>[N:1]1[CH:6]=[CH:5][CH:4]=[CH:3][C:2]=1[CH2:7][CH2:8][O:9][CH2:10][CH2:11][CH2:12][CH2:13][CH2:14][CH:15]=[O:16] |f:1.2|. Reported procedure: A solution of 6-[2-(2-pyridinyl)ethoxy]hexanol (1.0 g) in dichloromethane (8 ml) was added dropwise over 15 min to a stirred suspension of pyridinium chlorochromate (1.83 g) and silica (Merck 7734, 2.9 g) in dichloromethane (30 ml). The mixture was stirred at room temperature under nitrogen for 4 h, diluted with ether (100 ml) and filtered through silica (Merck 9385, 200 ml), eluting with dichloromethane followed by methanol to give a brown oil. Purification by FCC eluting with ether gave the ti... Starting materials: O=C(O)c1ccc(Br)cc1, ClCCCl, CCN(C(C)C)C(C)C, Cl, CN(C)C=O, O, On1nnc2ccccc21, c1ccc(C2CCCNC2)cc1. The product is O=C(c1ccc(Br)cc1)N1CCCC(c2ccccc2)C1. RXN SMILES: [Br:1][c:2]1[cH:3][cH:4][c:5]([C:6](=[O:7])[OH:8])[cH:9][cH:10]1.[CH2:24]([Cl:25])[CH2:26][Cl:27].[CH:38]([N:39]([CH2:40][CH3:41])[CH:42]([CH3:43])[CH3:44])([CH3:45])[CH3:46].[ClH:23].[O:47]=[CH:48][N:49]([CH3:50])[CH3:51].[OH2:52].[OH:28][n:29]1[c:30]2[c:31]([cH:32][cH:33][cH:34][cH:35]2)[n:36][n:37]1.[c:11]1([CH:17]2[CH2:18][NH:19][CH2:20][CH2:21][CH2:22]2)[cH:12][cH:13][cH:14][cH:15][cH:16]1>>[Br:1][c:2]1[cH:3][cH:4][c:5]([C:6](=[O:8])[N:19]2[CH2:18][CH:17]([c:11]3[cH:12][cH:13][cH:14][cH:15][cH:16]3)[CH2:22][CH2:21][CH2:20]2)[cH:9][cH:10]1. Procedure: 5.8 g of mixed lithium aluminum hydride were added with stirring under a nitrogen atmosphere to 150 ml of anhydrous ether and a solution of 15.1 g of ethyl 2-propyl-thiazole-5-carboxylate in 30 ml of anhydrous ether was added thereto dropwise. The mixture was stirred for 2 hours, cooled and then 20 ml of ethyl acetate followed by 20 ml of water were added. The organic phase was decanted after filtering off the precipitate formed and the ether phase was dried over magnesium sulfate and evaporated... Reactants: [H-].[Al+3].[Li+].[H-].[H-].[H-] (lithium aluminum hydride), C(CC)C=1SC(=CN1)C(=O)OCC (ethyl 2-propyl-thiazole-5-carboxylate), O (water), C(C)(=O)OCC (ethyl acetate). Reaction SMILES: [H-].[Al+3].[Li+].[H-].[H-].[H-].[CH2:7]([C:10]1[S:11][C:12]([C:15](OCC)=[O:16])=[CH:13][N:14]=1)[CH2:8][CH3:9].C(OCC)(=O)C.O>CCOCC>[CH2:7]([C:10]1[S:11][C:12]([CH2:15][OH:16])=[CH:13][N:14]=1)[CH2:8][CH3:9] |f:0.1.2.3.4.5|. Isolated yield 52.0%. Reaction conditions: time 2 hour. Run in CCOCC (ether), CCOCC (ether). The product is C(CC)C=1SC(=CN1)CO (2-propyl-thiazole-5-methanol).